From a dataset of the Open Reaction Database (ORD), a public repository of structured organic reaction records. describe an organic reaction: reactants, conditions, products, and yield The reactants are CC(C)C[Al+]CC(C)C, CCOC(=O)C(F)=Cc1ccc2ccccc2c1, [H-]. Yields the product OCC(F)=Cc1ccc2ccccc2c1. RXN SMILES: [CH2:20]([Al+:21][CH2:22][CH:23]([CH3:24])[CH3:25])[CH:26]([CH3:27])[CH3:28].[F:1][C:2]([C:3](=[O:4])[O:5][CH2:6][CH3:7])=[CH:8][c:9]1[cH:10][c:11]2[cH:12][cH:13][cH:14][cH:15][c:16]2[cH:17][cH:18]1.[H-:19]>>[F:1][C:2]([CH2:3][OH:4])=[CH:8][c:9]1[cH:10][c:11]2[cH:12][cH:13][cH:14][cH:15][c:16]2[cH:17][cH:18]1. The reactants are [Br-], C#Cc1cncnc1, CC[Mg+], C1CCOC1, CCOCC, O=Cc1c(COC2CCCCO2)noc1-c1ccccc1Cl. The product is OC(C#Cc1cncnc1)c1c(COC2CCCCO2)noc1-c1ccccc1Cl. As a reaction SMILES: [Br-:1].[C:5](#[CH:6])[c:7]1[cH:8][n:9][cH:10][n:11][cH:12]1.[CH2:2]([Mg+:3])[CH3:4].[CH2:40]1[O:41][CH2:42][CH2:43][CH2:44]1.[CH3:35][CH2:36][O:37][CH2:38][CH3:39].[Cl:13][c:14]1[c:15](-[c:20]2[c:21]([CH:33]=[O:34])[c:22]([CH2:25][O:26][CH:27]3[O:28][CH2:29][CH2:30][CH2:31][CH2:32]3)[n:23][o:24]2)[cH:16][cH:17][cH:18][cH:19]1>>[C:5](#[C:6][CH:33]([c:21]1[c:20](-[c:15]2[c:14]([Cl:13])[cH:19][cH:18][cH:17][cH:16]2)[o:24][n:23][c:22]1[CH2:25][O:26][CH:27]1[O:28][CH2:29][CH2:30][CH2:31][CH2:32]1)[OH:34])[c:7]1[cH:8][n:9][cH:10][n:11][cH:12]1.